Dataset: the Open Reaction Database (ORD), a public repository of structured organic reaction records. Task: describe an organic reaction: reactants, conditions, products, and yield Reactants: C1CCOC1, CCO, O=[N+]([O-])c1ccc(F)cc1CN1CCOCC1, NN, O. The product is Nc1ccc(F)cc1CN1CCOCC1. As a reaction SMILES: [CH2:24]1[O:25][CH2:26][CH2:27][CH2:28]1.[CH3:18][CH2:19][OH:20].[F:1][c:2]1[cH:3][cH:4][c:5]([N+:15]([O-:16])=[O:17])[c:6]([CH2:7][N:8]2[CH2:9][CH2:10][O:11][CH2:12][CH2:13]2)[cH:14]1.[NH2:22][NH2:23].[OH2:21]>>[F:1][c:2]1[cH:3][cH:4][c:5]([NH2:15])[c:6]([CH2:7][N:8]2[CH2:9][CH2:10][O:11][CH2:12][CH2:13]2)[cH:14]1. Reactants: C(C1=CC=CC=C1)OC1=C(NC=O)C=C(C=C1)CCBr (2′-benzyloxy-5′-(2-bromoethyl)formanilide). The reagents and catalysts are [C].[Pd] (palladium carbon). Run in CO (methanol). Conditions: time 45 minute. The product is BrCCC=1C=CC(=C(NC=O)C1)O (5′-(2-bromoethyl)-2′-hydroxyformanilide). The yield is 91.0%. Reaction SMILES: C([O:8][C:9]1[CH:17]=[CH:16][C:15]([CH2:18][CH2:19][Br:20])=[CH:14][C:10]=1[NH:11][CH:12]=[O:13])C1C=CC=CC=1>CO.[C].[Pd]>[Br:20][CH2:19][CH2:18][C:15]1[CH:16]=[CH:17][C:9]([OH:8])=[C:10]([CH:14]=1)[NH:11][CH:12]=[O:13] |f:2.3|. Reported procedure: To a solution of 2′-benzyloxy-5′-(2-bromoethyl)formanilide (510 mg) in methanol (8 ml) was added 10% palladium carbon (wet, 50% water) (100 mg), and the mixture was stirred for 45 minutes at room temperature under a hydrogen atmosphere. The catalyst was filtered off, and the solvent of the filtrate was removed under reduced pressure. Purification of the residue by flash column chromatography on silica gel (eluent:methanol/dichloromethane/diethyl ether=1/10/10) gave 5′-(2-bromoethyl)-2′-hydroxyfo... Starting materials: CCOCC, C[Mg+], CI, COc1cc(C=O)ccc1OC1CCCC1, [Cl-], [I-], [Mg], [NH4+], C1CCOC1. Product: COc1cc(C(C)=O)ccc1OC1CCCC1. As a reaction SMILES: [CH3:25][CH2:26][O:27][CH2:28][CH3:29].[CH3:2][Mg+:3].[CH3:5][I:6].[CH:7]1([O:12][c:13]2[c:14]([O:21][CH3:22])[cH:15][c:16]([CH:17]=[O:18])[cH:19][cH:20]2)[CH2:8][CH2:9][CH2:10][CH2:11]1.[Cl-:23].[I-:1].[Mg:4].[NH4+:24].[O:30]1[CH2:31][CH2:32][CH2:33][CH2:34]1>>[CH3:2][C:17]([c:16]1[cH:15][c:14]([O:21][CH3:22])[c:13]([O:12][CH:7]2[CH2:8][CH2:9][CH2:10][CH2:11]2)[cH:20][cH:19]1)=[O:18]. Reactants: O=C([O-])[O-], CC(C)(C)c1cc(S)cc(C(C)(C)C)c1O, CCC(C)=O, COC(=O)c1ccc(S(=O)(=O)N2CCC(OS(C)(=O)=O)C2)n1C, CCOC(C)=O, [Cs+], [Cs+], O. Yields the product COC(=O)c1ccc(S(=O)(=O)N2CCC(Sc3cc(C(C)(C)C)c(O)c(C(C)(C)C)c3)C2)n1C. RXN SMILES: [C:24](=[O:25])([O-:26])[O-:27].[C:30]([CH3:31])([CH3:32])([CH3:33])[c:34]1[c:35]([OH:45])[c:36]([C:41]([CH3:42])([CH3:43])[CH3:44])[cH:37][c:38]([SH:40])[cH:39]1.[CH2:46]([C:47]([CH3:48])=[O:49])[CH3:50].[CH3:1][O:2][C:3](=[O:4])[c:5]1[n:6]([CH3:23])[c:7]([S:10](=[O:11])(=[O:12])[N:13]2[CH2:14][CH:15]([O:18][S:19]([CH3:20])(=[O:21])=[O:22])[CH2:16][CH2:17]2)[cH:8][cH:9]1.[CH3:52][CH2:53][O:54][C:55](=[O:56])[CH3:57].[Cs+:28].[Cs+:29].[OH2:51]>>[CH3:1][O:2][C:3](=[O:4])[c:5]1[n:6]([CH3:23])[c:7]([S:10](=[O:11])(=[O:12])[N:13]2[CH2:14][CH:15]([S:40][c:38]3[cH:37][c:36]([C:41]([CH3:42])([CH3:43])[CH3:44])[c:35]([OH:45])[c:34]([C:30]([CH3:31])([CH3:32])[CH3:33])[cH:39]3)[CH2:16][CH2:17]2)[cH:8][cH:9]1. The reactants are CN(C)C=O, CCOC(C)=O, C#CC1CC1, CC(C)NC(C)C, [Cu]I, Ic1ccccc1. Yields the product C(#CC1CC1)c1ccccc1. Reaction SMILES: [CH3:20][N:21]([CH3:22])[CH:23]=[O:24].[CH3:25][CH2:26][O:27][C:28](=[O:29])[CH3:30].[CH:15]1([C:18]#[CH:19])[CH2:16][CH2:17]1.[CH:8]([NH:9][CH:10]([CH3:11])[CH3:12])([CH3:13])[CH3:14].[Cu:31][I:32].[I:1][c:2]1[cH:3][cH:4][cH:5][cH:6][cH:7]1>>[c:2]1([C:19]#[C:18][CH:15]2[CH2:16][CH2:17]2)[cH:3][cH:4][cH:5][cH:6][cH:7]1. The reactants are C1(CCCC1)C[C@@H](C(=O)N1N(CC[C@H]1C(=O)NC1=NC=C(C=C1)C)C(=O)OCC1=CC=CC=C1)CN(OCC1=CC=CC=C1)C=O (phenylmethyl (3S)-2-[(2R)-3-cyclopentyl-2-({formyl[(phenylmethyl)oxy]amino}methyl)propanoyl]-3-{[(5-methyl-2-pyridinyl)amino]carbonyl}-1-pyrazolidinecarboxylate). Reagents/catalysts: [OH-].[OH-].[Pd+2] (palladium hydroxide on carbon). Solvent: CO (methanol). Conditions: time 30 minute. Product: C1(CCCC1)C[C@@H](C(=O)N1NCC[C@H]1C(=O)NC1=NC=C(C=C1)C)CN(O)C=O ((3S)-2-((2R)-3-cyclopentyl-2-{[formyl(hydroxy)amino]methyl}propanoyl)-N-(5-methyl-2-pyridinyl)-3-pyrazolidine carboxamide). The yield is 75.2%. Reaction SMILES: [CH:1]1([CH2:6][C@H:7]([CH2:35][N:36]([CH:45]=[O:46])[O:37]CC2C=CC=CC=2)[C:8]([N:10]2[C@H:14]([C:15]([NH:17][C:18]3[CH:23]=[CH:22][C:21]([CH3:24])=[CH:20][N:19]=3)=[O:16])[CH2:13][CH2:12][N:11]2C(OCC2C=CC=CC=2)=O)=[O:9])[CH2:5][CH2:4][CH2:3][CH2:2]1>CO.[OH-].[OH-].[Pd+2]>[CH:1]1([CH2:6][C@H:7]([CH2:35][N:36]([CH:45]=[O:46])[OH:37])[C:8]([N:10]2[C@H:14]([C:15]([NH:17][C:18]3[CH:23]=[CH:22][C:21]([CH3:24])=[CH:20][N:19]=3)=[O:16])[CH2:13][CH2:12][NH:11]2)=[O:9])[CH2:2][CH2:3][CH2:4][CH2:5]1 |f:2.3.4|. Procedure: To a solution of phenylmethyl (3S)-2-[(2R)-3-cyclopentyl-2-({formyl[(phenylmethyl)oxy]amino}methyl)propanoyl]-3-{[(5-methyl-2-pyridinyl)amino]carbonyl}-1-pyrazolidinecarboxylate (combined from Part A, Batches 1 and 2, 142 mg, 0.226 mmol) in methanol (6 ml) was added 20% palladium hydroxide on carbon (70 mg, 0.226 mmol). The mixture was hydrogenated under balloon pressure for 1 h 30 min. and then filtered. The mixture was purified by reverse-phase HPLC to yield (3S)-2-((2R)-3-cyclopentyl-2-{[form... Reactants: Fc1ccc(Br)cc1, COCC(=O)c1ccccc1, [Cl-], [Mg], [NH4+], C1CCOC1. Yields the product COCC(O)(c1ccccc1)c1ccc(F)cc1. As a reaction SMILES: [Br:2][c:3]1[cH:4][cH:5][c:6]([F:9])[cH:7][cH:8]1.[CH3:10][O:11][CH2:12][C:13](=[O:14])[c:15]1[cH:16][cH:17][cH:18][cH:19][cH:20]1.[Cl-:21].[Mg:1].[NH4+:22].[O:23]1[CH2:24][CH2:25][CH2:26][CH2:27]1>>[c:3]1([C:13]([CH2:12][O:11][CH3:10])([OH:14])[c:15]2[cH:16][cH:17][cH:18][cH:19][cH:20]2)[cH:4][cH:5][c:6]([F:9])[cH:7][cH:8]1. The reactants are CC1CN(Cc2ccccc2)Cc2ncc(Cl)nc2O1, CC1COCCN1, CC(C)(C)[O-], Cc1ccccc1, [Na+], O=C(C=Cc1ccccc1)C=Cc1ccccc1, O=C(C=Cc1ccccc1)C=Cc1ccccc1, O=C(C=Cc1ccccc1)C=Cc1ccccc1, O, [Pd], [Pd]. Yields the product CC1CN(Cc2ccccc2)Cc2ncc(N3CCOCC3C)nc2O1. RXN SMILES: [CH2:1]([c:2]1[cH:3][cH:4][cH:5][cH:6][cH:7]1)[N:8]1[CH2:9][CH:10]([CH3:20])[O:11][c:12]2[c:13]([n:15][cH:16][c:17]([Cl:19])[n:18]2)[CH2:14]1.[CH3:21][CH:22]1[CH2:23][O:24][CH2:25][CH2:26][NH:27]1.[CH3:28][C:29]([CH3:30])([O-:31])[CH3:32].[CH3:35][c:36]1[cH:37][cH:38][cH:39][cH:40][cH:41]1.[Na+:33].[O:44]=[C:45]([CH:46]=[CH:47][c:48]1[cH:49][cH:50][cH:51][cH:52][cH:53]1)[CH:54]=[CH:55][c:56]1[cH:57][cH:58][cH:59][cH:60][cH:61]1.[O:62]=[C:63]([CH:64]=[CH:65][c:66]1[cH:67][cH:68][cH:69][cH:70][cH:71]1)[CH:72]=[CH:73][c:74]1[cH:75][cH:76][cH:77][cH:78][cH:79]1.[O:80]=[C:81]([CH:82]=[CH:83][c:84]1[cH:85][cH:86][cH:87][cH:88][cH:89]1)[CH:90]=[CH:91][c:92]1[cH:93][cH:94][cH:95][cH:96][cH:97]1.[OH2:34].[Pd:42].[Pd:43]>>[CH2:1]([c:2]1[cH:3][cH:4][cH:5][cH:6][cH:7]1)[N:8]1[CH2:9][CH:10]([CH3:20])[O:11][c:12]2[c:13]([n:15][cH:16][c:17]([N:27]3[CH:22]([CH3:21])[CH2:23][O:24][CH2:25][CH2:26]3)[n:18]2)[CH2:14]1. Starting materials: N1=CC=CC2=C1NC1=C(C(C2=O)=NO)C=NC=C1 (5H-Dipyrido[2,3-b:3′,4′-f]azepine-5,6(11H)-dione 6-oxime), ClC1=C(C=O)C(=CN=C1)Cl (3,5-dichloroisonicotinaldehyde), C(C)(=O)[O-].[NH4+] (ammonium acetate), C(C)(=O)O (acetic acid). Solvent: O (water), C(=O)(O)[O-].[Na+] (NaHCO3), [Cl-].[Na+].O (brine). Conditions: temperature 80 celsius. Yields the product ClC=1C=NC=C(C1C=1N(C2=C(C3=C(NC4=C2C=NC=C4)N=CC=C3)N1)O)Cl (2-(3,5-dichloropyridin-4-yl)imidazo[4,5-d]dipyrido[2,3-b: 3′,4′-f]azepin-3(8H)-ol). RXN SMILES: [N:1]1[C:6]2[NH:7][C:8]3[CH:18]=[CH:17][N:16]=[CH:15][C:9]=3[C:10](=[N:13][OH:14])[C:11](=O)[C:5]=2[CH:4]=[CH:3][CH:2]=1.C([O-])(=O)C.[NH4+:23].C(O)(=O)C.[Cl:28][C:29]1[CH:36]=[N:35][CH:34]=[C:33]([Cl:37])[C:30]=1[CH:31]=O>C([O-])(O)=O.[Na+].[Cl-].[Na+].O.O>[Cl:28][C:29]1[CH:36]=[N:35][CH:34]=[C:33]([Cl:37])[C:30]=1[C:31]1[N:13]([OH:14])[C:10]2[C:9]3[CH:15]=[N:16][CH:17]=[CH:18][C:8]=3[NH:7][C:6]3[N:1]=[CH:2][CH:3]=[CH:4][C:5]=3[C:11]=2[N:23]=1 |f:1.2,5.6,7.8.9|. Reported procedure: 5H-Dipyrido[2,3-b:3′,4′-f]azepine-5,6(11H)-dione 6-oxime (0.100 g, 0.416 mmol, Intermediate D-7) ammonium acetate (0.60 g, 8.0 mmol), acetic acid (2 mL), water (0.2 mL) and 3,5-dichloroisonicotinaldehyde (0.293 g, 1.66 mmol) were combined in a capped vial and heated to 80° C. for 2 h. The mixture was cooled to room temperature, and diluted with aqueous NaHCO3 and brine. The mixture was extracted three times with ethyl acetate and the combined extracts were washed with brine, dried over MgSO4, fi... The reactants are IC1=C(C=NC=C1)NCC(CC)=O (1-(4-iodo-pyridin-3-ylamino)-butan-2-one), FC1=CC(=C(C=C1)B(O)O)OC (4-fluoro-2-methoxyphenylboronic acid). The solvent is CCCCCCC.CCOC(=O)C (n-heptane EtOAc). Product: FC1=CC(=C(C=C1)C1=C(C=NC=C1)NCC(CC)=O)OC (1-[4-(4-Fluoro-2-methoxy-phenyl)-pyridin-3-ylamino]-butan-2-one). RXN SMILES: I[C:2]1[CH:7]=[CH:6][N:5]=[CH:4][C:3]=1[NH:8][CH2:9][C:10](=[O:13])[CH2:11][CH3:12].[F:14][C:15]1[CH:20]=[CH:19][C:18](B(O)O)=[C:17]([O:24][CH3:25])[CH:16]=1>CCCCCCC.CCOC(C)=O>[F:14][C:15]1[CH:20]=[CH:19][C:18]([C:2]2[CH:7]=[CH:6][N:5]=[CH:4][C:3]=2[NH:8][CH2:9][C:10](=[O:13])[CH2:11][CH3:12])=[C:17]([O:24][CH3:25])[CH:16]=1 |f:2.3|. Procedure: The title compound was prepared in analogy to Example 72, from 1-(4-iodo-pyridin-3-ylamino)-butan-2-one and 4-fluoro-2-methoxyphenylboronic acid (CAS RN 179899-07-1) and using a gradient of n-heptane:EtOAc (100:0 to 0:100) for the chromatographic purification. Yellow oil (43%). MS (ESI): m/z=289.134 [M+H]+.